From a dataset of the Open Reaction Database (ORD), a public repository of structured organic reaction records. describe an organic reaction: reactants, conditions, products, and yield Reactants: BrC=1C=CC(=C(CO)C1)OCC (5-Bromo-2-ethoxybenzyl alcohol), [Cr](=O)(=O)([O-])O[Cr](=O)(=O)[O-].[NH+]1=CC=CC=C1.[NH+]1=CC=CC=C1 (pyridinium dichromate). Run in C(Cl)Cl (CH2Cl2). Yields the product BrC=1C=CC(=C(C=O)C1)OCC (5-bromo-2-ethoxybenzaldehyde). As a reaction SMILES: [Br:1][C:2]1[CH:3]=[CH:4][C:5]([O:10][CH2:11][CH3:12])=[C:6]([CH:9]=1)[CH2:7][OH:8].[Cr](O[Cr]([O-])(=O)=O)([O-])(=O)=O.[NH+]1C=CC=CC=1.[NH+]1C=CC=CC=1>C(Cl)Cl>[Br:1][C:2]1[CH:3]=[CH:4][C:5]([O:10][CH2:11][CH3:12])=[C:6]([CH:9]=1)[CH:7]=[O:8] |f:1.2.3|. Procedure details: 5-Bromo-2-ethoxybenzyl alcohol (2.78 g, 12.0 mmol) and pyridinium dichromate (4.51 g, 12.0 mmol) in 120 ml of CH2Cl2 was stirred at RT for 6 h. The mixture was filtered, washed with H2O, 0.5 N HCl and brine and dried over Na2SO4. The product was purified by silica gel column chromatography (EtOAc/petroleum ether 10:100) to give 5-bromo-2-ethoxybenzaldehyde. Reactants: N1(C=NC=C1)C=1C=C(C2=C(NC(=N2)C=2C(=NC=CC2I)OC)C1)C (6-imidazol-1-yl-2-(4-iodo-2-methoxy-pyridin-3-yl)-4-methyl-1H-benzimidazole). The solvent is Cl (HCl), C(C)(=O)OCC (ethyl acetate). Reaction conditions: temperature 70 celsius. Yields the product N1(C=NC=C1)C=1C=C(C2=C(NC(=N2)C=2C(NC=CC2I)=O)C1)C (3-(6-Imidazol-1-yl-4-methyl-1H-benzimidazol-2-yl)-4-iodo-1H-pyridin-2-one). The yield is 81.0%. Reaction SMILES: [N:1]1([C:6]2[CH:7]=[C:8]([CH3:24])[C:9]3[N:13]=[C:12]([C:14]4[C:15]([O:21]C)=[N:16][CH:17]=[CH:18][C:19]=4[I:20])[NH:11][C:10]=3[CH:23]=2)[CH:5]=[CH:4][N:3]=[CH:2]1>Cl.C(OCC)(=O)C>[N:1]1([C:6]2[CH:7]=[C:8]([CH3:24])[C:9]3[N:13]=[C:12]([C:14]4[C:15](=[O:21])[NH:16][CH:17]=[CH:18][C:19]=4[I:20])[NH:11][C:10]=3[CH:23]=2)[CH:5]=[CH:4][N:3]=[CH:2]1. Procedure details: The suspension of 6-imidazol-1-yl-2-(4-iodo-2-methoxy-pyridin-3-yl)-4-methyl-1H-benzimidazole in 1 N HCl (6 mL) was heated to 70° C. for 3 days, cooled to room temperature, and diluted with ethyl acetate. After extraction, the combined organic layers were washed with brine, dried over Na2SO4 and concentrated. The residue was purified by flash chromatography (1% NH4OH/10% MeOH/CH2Cl2) to yield the title compound (78 mg, 81%) as a solid. 1H NMR (300 MHz, CD3OD) δ 8.12 (1H, s), 7.58 (2H, s), 7.29–7... Reactants: CCC(O)CN1CCC(CN)CC1, CCc1cn2c(N)c(Cl)cc(C(=O)O)c2n1. Yields the product CCc1cn2c(N)c(Cl)cc(C(=O)NCC3CCN(CC(O)CC)CC3)c2n1. As a reaction SMILES: [NH2:17][CH2:18][CH:19]1[CH2:20][CH2:21][N:22]([CH2:25][CH:26]([CH2:27][CH3:28])[OH:29])[CH2:23][CH2:24]1.[NH2:1][c:2]1[c:3]([Cl:16])[cH:4][c:5]([C:13](=[O:14])[OH:15])[c:6]2[n:7]1[cH:8][c:9]([CH2:11][CH3:12])[n:10]2>>[NH2:1][c:2]1[c:3]([Cl:16])[cH:4][c:5]([C:13](=[O:15])[NH:17][CH2:18][CH:19]2[CH2:20][CH2:21][N:22]([CH2:25][CH:26]([CH2:27][CH3:28])[OH:29])[CH2:23][CH2:24]2)[c:6]2[n:7]1[cH:8][c:9]([CH2:11][CH3:12])[n:10]2. Starting materials: ClC=1C2=C(N=CN1)N(C=C2)[C@@H]2C[C@H]([C@H](C2)O)CO ((1S,2S,4R)-4-(4-chloro-7H-pyrrolo[2,3-d]pyrimidin-7-yl)-2-(hydroxymethyl)cyclopentanol), N[C@H]1CCC2=CC=CC=C12 ((S)-(+)-1-aminoindane), C(C)(C)N(CC)C(C)C (diisopropylethylamine). The solvent is CC(CC)O (2-butanol). Reaction conditions: temperature 55 celsius. The product is [C@@H]1(CCC2=CC=CC=C12)NC=1C2=C(N=CN1)N(C=C2)[C@@H]2C[C@H]([C@H](C2)O)CO ((1S,2S,4R)-4-{4-[(1S)-2,3-dihydro-1H-inden-1-ylamino]-7H-pyrrolo[2,3-d]pyrimidin-7-yl}-2-(hydroxymethyl)cyclopentanol). Isolated yield 77.3%. RXN SMILES: Cl[C:2]1[C:3]2[CH:10]=[CH:9][N:8]([C@H:11]3[CH2:15][C@H:14]([OH:16])[C@H:13]([CH2:17][OH:18])[CH2:12]3)[C:4]=2[N:5]=[CH:6][N:7]=1.[NH2:19][C@@H:20]1[C:28]2[C:23](=[CH:24][CH:25]=[CH:26][CH:27]=2)[CH2:22][CH2:21]1.C(N(C(C)C)CC)(C)C>CC(O)CC>[C@@H:20]1([NH:19][C:2]2[C:3]3[CH:10]=[CH:9][N:8]([C@H:11]4[CH2:15][C@H:14]([OH:16])[C@H:13]([CH2:17][OH:18])[CH2:12]4)[C:4]=3[N:5]=[CH:6][N:7]=2)[C:28]2[C:23](=[CH:24][CH:25]=[CH:26][CH:27]=2)[CH2:22][CH2:21]1. Procedure: A jacketed reactor was charged with (1S,2S,4R)-4-(4-chloro-7H-pyrrolo[2,3-d]pyrimidin-7-yl)-2-(hydroxymethyl)cyclopentanol (30.8 Kg, 115.05 mol), 2-butanol (198.5 Kg), (S)-(+)-1-aminoindane (16.95 Kg, 127.26 mol) and diisopropylethylamine (19.45 Kg, 150.50 mol). The mixture was heated to 55±5° C. and then moved to a mobile vessel. The reactor was then rinsed with 2-butanol (15.6 Kg) at 55±5° C. which was moved to the mobile vessel. The mobile vessel contents were then transferred to a pressure r... The reactants are OCCN1C(CC(C2CCCCC12)CC)(CC)CC (1-(2-hydroxyethyl)-2,2,4-triethyldecahydroquinoline), C1=CC=CC=2SC3=CC=CC=C3NC12 (phenothiazine), OCCN1C(CC(C2CCCCC12)CC)(CC)CC (HETDQ), COC(C=C)=O (methylacrylate). The reagents and catalysts are C([O-])([O-])=O.[Zn+2] (zinc carbonate). The solvent is CO (methanol). Conditions: temperature 87 celsius, time 4 day. The product is C(C=C)(=O)OCCN1C(CC(C2CCCCC12)C)(C)C (N-(2-acryloxyethyl)-2,2,4-trimethyldecahydroquinoline). RXN SMILES: [OH:1][CH2:2][CH2:3][N:4]1[CH:13]2[CH:8]([CH2:9][CH2:10][CH2:11][CH2:12]2)[CH:7]([CH2:14]C)[CH2:6][C:5]1([CH2:18]C)[CH2:16]C.C[O:21][C:22](=O)[CH:23]=[CH2:24].C1C2NC3C(=CC=CC=3)SC=2C=CC=1>C(=O)([O-])[O-].[Zn+2].CO>[C:22]([O:1][CH2:2][CH2:3][N:4]1[CH:13]2[CH:8]([CH2:9][CH2:10][CH2:11][CH2:12]2)[CH:7]([CH3:14])[CH2:6][C:5]1([CH3:16])[CH3:18])(=[O:21])[CH:23]=[CH2:24] |f:3.4|. Procedure: Following the method described in U.S. Pat. No. 3,872,161, the title compound was prepared by reacting 1 mole of 1-(2-hydroxyethyl)-2,2,4-triethyldecahydroquinoline (hereinafter referred to as HETDQ) with 3 moles methylacrylate in the presence of 0.8 gram phenothiazine and 13 grams zinc carbonate. The above mixture was heated to 87° C. in a 1 liter 3-necked flask equipped with a fractionating column. The pot temperature was gradually increased to a maximum of 164° C. while methanol and other low... The reactants are CC1=NC=CC(=C1)C(C[C@@H](C1=C(C=CC=C1)C)C1=CC=C(C=C1)C1CN(C1)S(=O)(=O)N)=O ((R)-3-(4-(3-(2-methylpyridin-4-yl)-3-oxo-1-o-tolylpropyl)phenyl)azetidine-1-sulfonamide), Cl.NO (hydroxylamine hydrochloride), C(O)([O-])=O.[Na+] (sodium hydrogencarbonate). Yields the product O\N=C(/C[C@@H](C1=C(C=CC=C1)C)C1=CC=C(C=C1)C1CN(C1)S(=O)(=O)N)\C1=CC(=NC=C1)C ((R,E)-3-(4-(3-(Hydroxyimino)-3-(2-methylpyridin-4-yl)-1-o-tolylpropyl)phenyl)-azetidine-1-sulfonamide). As a reaction SMILES: [CH3:1][C:2]1[CH:7]=[C:6]([C:8](=O)[CH2:9][C@H:10]([C:18]2[CH:23]=[CH:22][C:21]([CH:24]3[CH2:27][N:26]([S:28]([NH2:31])(=[O:30])=[O:29])[CH2:25]3)=[CH:20][CH:19]=2)[C:11]2[CH:16]=[CH:15][CH:14]=[CH:13][C:12]=2[CH3:17])[CH:5]=[CH:4][N:3]=1.Cl.[NH2:34][OH:35].C(=O)([O-])O.[Na+]>>[OH:35]/[N:34]=[C:8](/[C:6]1[CH:5]=[CH:4][N:3]=[C:2]([CH3:1])[CH:7]=1)\[CH2:9][C@H:10]([C:18]1[CH:23]=[CH:22][C:21]([CH:24]2[CH2:25][N:26]([S:28]([NH2:31])(=[O:29])=[O:30])[CH2:27]2)=[CH:20][CH:19]=1)[C:11]1[CH:16]=[CH:15][CH:14]=[CH:13][C:12]=1[CH3:17] |f:1.2,3.4|. Reported procedure: In analogy to example 1, step 2, from (R)-3-(4-(3-(2-methylpyridin-4-yl)-3-oxo-1-o-tolylpropyl)phenyl)azetidine-1-sulfonamide and hydroxylamine hydrochloride in the presence of sodium hydrogencarbonate was prepared the title compound as a white foam, MS (ESI+): m/z=465.3 ([M+H]+). The reactants are Cc1cc(CCCCCCCBr)on1, [Na], OC1c2ccccc2-c2ccccc21, c1ccccc1. The product is Cc1cc(CCCCCCCOC2c3ccccc3-c3ccccc32)on1. As a reaction SMILES: [CH3:16][c:17]1[n:18][o:19][c:20]([CH2:22][CH2:23][CH2:24][CH2:25][CH2:26][CH2:27][CH2:28][Br:29])[cH:21]1.[Na:1].[OH:2][CH:3]1[c:4]2[cH:5][cH:6][cH:7][cH:8][c:9]2-[c:10]2[cH:11][cH:12][cH:13][cH:14][c:15]21.[cH:30]1[cH:31][cH:32][cH:33][cH:34][cH:35]1>>[O:2]([CH:3]1[c:4]2[cH:5][cH:6][cH:7][cH:8][c:9]2-[c:10]2[cH:11][cH:12][cH:13][cH:14][c:15]21)[CH2:28][CH2:27][CH2:26][CH2:25][CH2:24][CH2:23][CH2:22][c:20]1[o:19][n:18][c:17]([CH3:16])[cH:21]1. Reactants: BrC1=CC=C(S1)C(=O)NC(C)C1=CN=C(N=N1)NC1=CC=C(C=C1)OC (5-bromo-N-[1-(3-{[4-(methyloxy)phenyl]amino}-1,2,4-triazin-6-yl)ethyl]-2-thiophenecarboxamide), C1(CCCCC1)CC(=O)O (cyclohexylacetic acid), NC(C)C1=CN=C(N=N1)NC1=CC=C(C=C1)OC (6-(1-aminoethyl)-N-[4-(methyloxy)phenyl]-1,2,4-triazin-3-amine), NC(C)C1=CN=C(N=N1)NC1=CC=C(C=C1)OC (6-(1-aminoethyl)-N-[4-(methyloxy)phenyl]-1,2,4-triazin-3-amine). Conditions: time 4 hour. Product: C1(CCCCC1)CC(=O)NC(C)C1=CN=C(N=N1)NC1=CC=C(C=C1)OC (2-cyclohexyl-N-[1-(3-{[4-(methyloxy)phenyl]amino}-1,2,4-triazin-6-yl)ethyl]acetamide). Reaction SMILES: Br[C:2]1S[C:5]([C:7]([NH:9][CH:10]([C:12]2[N:17]=[N:16][C:15]([NH:18][C:19]3[CH:24]=[CH:23][C:22]([O:25][CH3:26])=[CH:21][CH:20]=3)=[N:14][CH:13]=2)[CH3:11])=[O:8])=[CH:4][CH:3]=1.N[CH:28]([C:30]1N=NC(NC2C=CC(OC)=CC=2)=NC=1)[CH3:29].C1(CC(O)=O)CCCCC1>>[CH:4]1([CH2:5][C:7]([NH:9][CH:10]([C:12]2[N:17]=[N:16][C:15]([NH:18][C:19]3[CH:24]=[CH:23][C:22]([O:25][CH3:26])=[CH:21][CH:20]=3)=[N:14][CH:13]=2)[CH3:11])=[O:8])[CH2:30][CH2:28][CH2:29][CH2:2][CH2:3]1. Procedure: In a similar manner as described for Intermediate 48, using 6-(1-aminoethyl)-N-[4-(methyloxy)phenyl]-1,2,4-triazin-3-amine (Intermediate 47) (100 mg, 0.41 mmol), and cyclohexylacetic acid (64 mg, 0.45 mmol), except that the reaction was stirred for 4 h and the crude reaction mixture reduced under vacuum, partitioned between dichloromethane and saturated sodium bicarbonate solution and the layers separated. The aqueous was re-extracted with dichloromethane and the combined organic layers washed w...